This data is from the Open Reaction Database (ORD), a public repository of structured organic reaction records. The task is: describe an organic reaction: reactants, conditions, products, and yield Reactants: CN1CCC2=C(C1=O)C(=CC=C2)N, CC1=NN(C=C1NC2=NC=C(C(=C2)Cl)C#N)C. The reagents and catalysts are C(=O)([O-])[O-].[Cs+].[Cs+], CC1(C2=C(C(=CC=C2)P(C3=CC=CC=C3)C4=CC=CC=C4)OC5=C1C=CC=C5P(C6=CC=CC=C6)C7=CC=CC=C7)C, CC(=O)O.CC(=O)O.[Pd]. The solvent is C1COCCO1. Run at temperature 100 celsius. Product: CC1=NN(C=C1NC2=NC=C(C(=C2)NC3=CC=CC4=C3C(=O)N(CC4)C)C#N)C. The yield is 33.2%. Procedure details: 8-amino-2-methyl-3,4-dihydroisoquinolin-1(2H)-one (35.6 mg, 0.20 mmol), 4-chloro-6-(1,3-dimethyl-1H-pyrazol-4-ylamino)nicotinonitrile (25 mg, 0.10 mmol), diacetoxypalladium (1.133 mg, 5.05 µmol), (9,9-dimethyl-9H-xanthene-4,5-diyl)bis(diphenylphosphine) (5.84 mg, 10.09 µmol) and cesium carbonate (39.5 mg, 0.12 mmol) were dissolved in dioxane (0.5 mL) and sealed into a microwave tube. nitrogen was let to bubble into the mixture then the reaction was heated to 100 °C for 90 minutes. Crude LCMS sho... Reagents/catalysts: CCN=P(N=P(N(C)C)(N(C)C)N(C)C)(N(C)C)N(C)C (P2-Et), CC(C)c1cc(C(C)C)c(-c2ccccc2[PH](C(C)(C)C)(C(C)(C)C)[Pd]2(OS(C)(=O)=O)Nc3ccccc3-c3ccccc32)c(C(C)C)c1 (tBuXphos G3). Reactants: CCOC(=O)N1CCC(=C2c3ccc(Cl)cc3CCc4cc(Br)cnc24)CC1, CC1(C)OB(OC1(C)C)c2cccc(c2)C3(CC3)NC(=O)OCc4ccccc4. Product: CCOC(=O)N1CCC(=C2c3ccc(Cl)cc3CCc4cc(cnc24)c5cccc(c5)C6(CC6)NC(=O)OCc7ccccc7)CC1, CCOC(=O)N1CCC(=C2c3ccc(Cl)cc3CCc4cc(Br)cnc24)CC1, c1ccc(-c2ccccc2)cc1. The solvent is CS(C)=O (DMSO), O (water), CS(C)=O (DMSO), CS(C)=O (DMSO), CS(C)=O (DMSO). Conditions: time 22 hour. Starting materials: CC(=C)C(=O)OCCN(C)C (DMAEMA), C(C=C)(=O)N (acrylamide), CC(=C)C(=O)OCCN(C)C (DMAEMA). Reaction conditions: time 7 hour. Yields the product C(C=C)(=O)N.CC(=C)C(=O)OCCN(C)C (Acrylamide DMAEMA). RXN SMILES: [CH3:1][C:2]([C:4]([O:6][CH2:7][CH2:8][N:9]([CH3:11])[CH3:10])=[O:5])=[CH2:3].[C:12]([NH2:16])(=[O:15])[CH:13]=[CH2:14]>>[C:12]([NH2:16])(=[O:15])[CH:13]=[CH2:14].[CH3:3][C:2]([C:4]([O:6][CH2:7][CH2:8][N:9]([CH3:11])[CH3:10])=[O:5])=[CH2:1] |f:2.3|. Procedure: As can be seen from the Table, after 7 hours g.l.c. shows only 3.5% residual DMAEMA but 35.7% acrylamide, indicating an approximate quat content of 35% (based on the DMAEMA in the copolymer). The percentage quaternization as determined by g.l.c. is generally in good agreement with the values obtained on similar systems by Nmr analysis. Starting materials: CC=1C=CC(=C(C(=O)O)C1)N1N=CC=N1 (5-methyl-2-(2H-1,2,3-triazol-2-yl)benzoic acid), FC1=CC(=C(C(=O)O)C=C1)I (4-fluoro-2-iodobenzoic acid), N1N=NC=C1 (1,2,3-triazole). The product is FC1=CC(=C(C(=O)O)C=C1)N1N=CC=N1 (4-Fluoro-2-(2H-1,2,3-triazol-2-yl)benzoic acid). Reaction SMILES: C[C:2]1[CH:3]=[CH:4][C:5]([N:11]2[N:15]=[CH:14][CH:13]=[N:12]2)=[C:6]([CH:10]=1)[C:7]([OH:9])=[O:8].[F:16]C1C=CC(C(O)=O)=C(I)C=1.N1C=CN=N1>>[F:16][C:3]1[CH:2]=[CH:10][C:6]([C:7]([OH:9])=[O:8])=[C:5]([N:11]2[N:15]=[CH:14][CH:13]=[N:12]2)[CH:4]=1. Procedure: The title compound was prepared following the same general protocol as described for 5-methyl-2-(2H-1,2,3-triazol-2-yl)benzoic acid in Example A11 using 4-fluoro-2-iodobenzoic acid and 1,2,3-triazole. ESI-MS (m/z): 208.2 [M+1]+.